From a dataset of the Open Reaction Database (ORD), a public repository of structured organic reaction records. describe an organic reaction: reactants, conditions, products, and yield The reactants are O (water), B(OC=1SC=C(C1)C)([O-])[O-] (4-methyl-2-thienyl borate), C([O-])([O-])=O.[K+].[K+] (potassium carbonate), BrC=1C=CC2=C(C=C(CCS2(=O)=O)C(=O)OC)C1 (methyl 7-bromo-1,1-dioxo-2,3-dihydro-1-benzothiepine-4-carboxylate). Reagents/catalysts: C=1C=CC(=CC1)[P](C=2C=CC=CC2)(C=3C=CC=CC3)[Pd]([P](C=4C=CC=CC4)(C=5C=CC=CC5)C=6C=CC=CC6)([P](C=7C=CC=CC7)(C=8C=CC=CC8)C=9C=CC=CC9)[P](C=1C=CC=CC1)(C=1C=CC=CC1)C=1C=CC=CC1 (tetrakistriphenylphosphinepalladium). The solvent is C1(=CC=CC=C1)C.C(C)O.O (toluene ethanol water). Reaction conditions: time 30 minute. Yields the product CC=1C=C(SC1)C=1C=CC2=C(C=C(CCS2(=O)=O)C(=O)OC)C1 (methyl 7-(4-methyl-2-thienyl)-1,1-dioxo-2,3-dihydro-1-benzothiepine-4-carboxylate). Yield: 60.6%. RXN SMILES: Br[C:2]1[CH:3]=[CH:4][C:5]2[S:11](=[O:13])(=[O:12])[CH2:10][CH2:9][C:8]([C:14]([O:16][CH3:17])=[O:15])=[CH:7][C:6]=2[CH:18]=1.B([O-])([O-])O[C:21]1[S:22][CH:23]=[C:24]([CH3:26])[CH:25]=1.C(=O)([O-])[O-].[K+].[K+].O>C1(C)C=CC=CC=1.C(O)C.O.C1C=CC([P]([Pd]([P](C2C=CC=CC=2)(C2C=CC=CC=2)C2C=CC=CC=2)([P](C2C=CC=CC=2)(C2C=CC=CC=2)C2C=CC=CC=2)[P](C2C=CC=CC=2)(C2C=CC=CC=2)C2C=CC=CC=2)(C2C=CC=CC=2)C2C=CC=CC=2)=CC=1>[CH3:26][C:24]1[CH:25]=[C:21]([C:2]2[CH:3]=[CH:4][C:5]3[S:11](=[O:13])(=[O:12])[CH2:10][CH2:9][C:8]([C:14]([O:16][CH3:17])=[O:15])=[CH:7][C:6]=3[CH:18]=2)[S:22][CH:23]=1 |f:2.3.4,6.7.8,^1:50,52,71,90|. Procedure details: In toluene/ethanol/water (10/1/1.2 ml) was dissolved methyl 7-bromo-1,1-dioxo-2,3-dihydro-1-benzothiepine-4-carboxylate (800 mg), and to the solution were added 4-methyl-2-thienyl borate (524 mg) and potassium carbonate (935 mg). The mixture was stirred at room temperature for 30 minutes, and to the mixture was added tetrakistriphenylphosphinepalladium (152 mg). The mixture was stirred at 100° C. for 16 hours and cooled to room temperature. To the mixture was added water, and the mixture was ext... Product: ClC1=NC=C(C(=N1)Cl)C(CC)NC1=CC=C(C=C1)OC ((±)-[1-(2,4-dichloro-pyrimidin-5-yl)-propyl]-(4-methoxy-phenyl)-amine). Reaction conditions: time 16 hour. The reactants are COC1=CC=C(C=C1)N (p-Anisidine), C([O-])([O-])=O.[K+].[K+] (potassium carbonate), [I-].[K+] (potassium iodide), BrC(CC)C=1C(=NC(=NC1)Cl)Cl ((±)-5-(1-bromopropyl)-2,4-dichloro-pyrimidine). Procedure: (±)-5-(1-Bromopropyl)-2,4-dichloro-pyrimidine (0.26 g; 0.96 mmol) (from Example 7b supra) was dissolved in acetonitrile (2.5 mL). p-Anisidine (0.12 g; 0.96 mmol) (Aldrich), potassium carbonate (0.15 g; 1.05 mmol) and potassium iodide (0.04 g; 0.24 mmol) were added and the mixture was stirred at room temperature. After 16 hours, the mixture was partitioned between ethyl acetate and water. The organic phase was washed with water and brine, dried over anhydrous sodium sulfate, filtered and concentr... RXN SMILES: Br[CH:2]([C:5]1[C:6]([Cl:12])=[N:7][C:8]([Cl:11])=[N:9][CH:10]=1)[CH2:3][CH3:4].[CH3:13][O:14][C:15]1[CH:20]=[CH:19][C:18]([NH2:21])=[CH:17][CH:16]=1.C(=O)([O-])[O-].[K+].[K+].[I-].[K+]>C(#N)C>[Cl:11][C:8]1[N:7]=[C:6]([Cl:12])[C:5]([CH:2]([NH:21][C:18]2[CH:19]=[CH:20][C:15]([O:14][CH3:13])=[CH:16][CH:17]=2)[CH2:3][CH3:4])=[CH:10][N:9]=1 |f:2.3.4,5.6|. The solvent is C(C)#N (acetonitrile).